From a dataset of the Open Reaction Database (ORD), a public repository of structured organic reaction records. describe an organic reaction: reactants, conditions, products, and yield Reactants: COC(=O)C(c1ccc([N+](=O)[O-])cc1)c1cccn1C, CO, [Li+], [OH-]. Product: Cn1cccc1Cc1ccc([N+](=O)[O-])cc1. As a reaction SMILES: [CH3:1][n:2]1[c:3]([CH:7]([C:8]([O:9][CH3:10])=[O:11])[c:12]2[cH:13][cH:14][c:15]([N+:18](=[O:19])[O-:20])[cH:16][cH:17]2)[cH:4][cH:5][cH:6]1.[CH3:23][OH:24].[Li+:21].[OH-:22]>>[CH3:1][n:2]1[c:3]([CH2:7][c:12]2[cH:13][cH:14][c:15]([N+:18](=[O:19])[O-:20])[cH:16][cH:17]2)[cH:4][cH:5][cH:6]1. The reactants are CC(C(=O)C1=C(C=C(C=C1)C)C)C (2,2′,4′-Trimethylpropiophenone), S(=O)(=O)(Cl)Cl (sulfuryl chloride). Run in CCCCCCC (heptane). Conditions: time 5 minute. The product is ClC(C(=O)C1=C(C=C(C=C1)C)C)(C)C (2-chloro-2,2′,4′-trimethylpropiophenone). As a reaction SMILES: [CH3:1][CH:2]([CH3:13])[C:3]([C:5]1[CH:10]=[CH:9][C:8]([CH3:11])=[CH:7][C:6]=1[CH3:12])=[O:4].S(Cl)([Cl:17])(=O)=O>CCCCCCC>[Cl:17][C:2]([CH3:13])([CH3:1])[C:3]([C:5]1[CH:10]=[CH:9][C:8]([CH3:11])=[CH:7][C:6]=1[CH3:12])=[O:4]. Reported procedure: 2,2′,4′-Trimethylpropiophenone (30.0 g, 0.17 mole) was dissolved in heptane (10 ml), and sulfuryl chloride (35 g, 0.26 mole) was added at once. After about 5 min gas evolution occurred. After 3 h of stirring at room temperature the reaction mixture was concentrated. The concentrate was dissolved in heptane (200 ml) and was washed with 150 ml of a 2 wt % aqueous sodium bicarbonate solution. After drying over magnesium sulfate the solvent was removed under reduced pressure. The yield of 2-chloro-2... Reactants: C1CCOC1, COC(=O)c1cccc(C(=O)NC(CC2CCCCC2)CN(C)C(=O)OCC[Si](C)(C)C)c1, [Li+], [OH-], O, O. Yields the product CN(CC(CC1CCCCC1)NC(=O)c1cccc(C(=O)O)c1)C(=O)OCC[Si](C)(C)C. As a reaction SMILES: [CH2:37]1[O:38][CH2:39][CH2:40][CH2:41]1.[CH:1]1([CH2:7][CH:8]([CH2:9][N:10]([C:11](=[O:12])[O:13][CH2:14][CH2:15][Si:16]([CH3:17])([CH3:18])[CH3:19])[CH3:20])[NH:21][C:22](=[O:23])[c:24]2[cH:25][c:26]([C:27](=[O:28])[O:29][CH3:30])[cH:31][cH:32][cH:33]2)[CH2:2][CH2:3][CH2:4][CH2:5][CH2:6]1.[Li+:35].[OH-:34].[OH2:36].[OH2:42]>>[CH:1]1([CH2:7][CH:8]([CH2:9][N:10]([C:11](=[O:12])[O:13][CH2:14][CH2:15][Si:16]([CH3:17])([CH3:18])[CH3:19])[CH3:20])[NH:21][C:22](=[O:23])[c:24]2[cH:25][c:26]([C:27](=[O:28])[OH:29])[cH:31][cH:32][cH:33]2)[CH2:2][CH2:3][CH2:4][CH2:5][CH2:6]1. Reactants: O=C([O-])[O-], Cc1ccccc1C1C[N+](C)(Cc2ccccc2)CCC1=O, COc1cc(N)cc(OC)c1OC, CCO, [I-], [K+], [K+], O. Product: COc1cc(N2CCC(=O)C(c3ccccc3C)C2)cc(OC)c1OC. As a reaction SMILES: [C:37](=[O:38])([O-:39])[O-:40].[CH2:2]([c:4]1[cH:5][cH:6][cH:7][cH:8][cH:23]1)[N+:9]1([CH3:3])[CH2:10][CH:11]([c:16]2[c:17]([CH3:22])[cH:18][cH:19][cH:20][cH:21]2)[C:12](=[O:15])[CH2:13][CH2:14]1.[CH3:24][O:25][c:26]1[cH:27][c:28]([NH2:29])[cH:30][c:31]([O:35][CH3:36])[c:32]1[O:33][CH3:34].[CH3:44][CH2:45][OH:46].[I-:1].[K+:41].[K+:42].[OH2:43]>>[N:9]1([c:28]2[cH:27][c:26]([O:25][CH3:24])[c:32]([O:33][CH3:34])[c:31]([O:35][CH3:36])[cH:30]2)[CH2:10][CH:11]([c:16]2[c:17]([CH3:22])[cH:18][cH:19][cH:20][cH:21]2)[C:12](=[O:15])[CH2:13][CH2:14]1. The reactants are CCN(C(C)C)C(C)C, O=C(Cl)CCl, ClCCl, O=C(NCC1CCNCC1)c1cc(C(F)(F)F)cc(C(F)(F)F)c1. Yields the product O=C(NCC1CCN(C(=O)CCl)CC1)c1cc(C(F)(F)F)cc(C(F)(F)F)c1. RXN SMILES: [CH:25]([N:26]([CH2:27][CH3:28])[CH:29]([CH3:30])[CH3:31])([CH3:32])[CH3:33].[Cl:34][CH2:35][C:36](=[O:37])[Cl:38].[Cl:39][CH2:40][Cl:41].[NH:1]1[CH2:2][CH2:3][CH:4]([CH2:7][NH:8][C:9]([c:10]2[cH:11][c:12]([C:20]([F:21])([F:22])[F:23])[cH:13][c:14]([C:16]([F:17])([F:18])[F:19])[cH:15]2)=[O:24])[CH2:5][CH2:6]1>>[N:1]1([C:36]([CH2:35][Cl:34])=[O:37])[CH2:2][CH2:3][CH:4]([CH2:7][NH:8][C:9]([c:10]2[cH:11][c:12]([C:20]([F:21])([F:22])[F:23])[cH:13][c:14]([C:16]([F:17])([F:18])[F:19])[cH:15]2)=[O:24])[CH2:5][CH2:6]1.